From a dataset of the Open Reaction Database (ORD), a public repository of structured organic reaction records. describe an organic reaction: reactants, conditions, products, and yield Procedure details: 2.3 g (0.005 mol) of 5,10-dihydro-5-[(4-pyridinyl)carbonyl]-11H-dibenzo[b,e][1,4]diazepin-11-one methoiodide were suspended in 200 ml of methanol and at 0° C. 0.25 g (0.006 mol) of sodium borohydride were added in batches. The mixture was stirred for a further hour in the ice bath. It was then stirred into 1 liter of ice-cold water and extracted exhaustively with methylene chloride. The combined extracts were washed with water, dried over sodium sulphate and concentrated by evaporation in vacuo.... Reactants: N1=CC=C(C=C1)C(=O)N1C2=C(NC(C3=C1C=CC=C3)=O)C=CC=C2 (5,10-dihydro-5-[(4-pyridinyl)carbonyl]-11H-dibenzo[b,e][1,4]diazepin-11-one), ice, CO (methanol), [BH4-].[Na+] (sodium borohydride), ice. RXN SMILES: [N:1]1[CH:6]=[CH:5][C:4]([C:7]([N:9]2[C:15]3[CH:16]=[CH:17][CH:18]=[CH:19][C:14]=3[C:13](=[O:20])[NH:12][C:11]3[CH:21]=[CH:22][CH:23]=[CH:24][C:10]2=3)=[O:8])=[CH:3][CH:2]=1.[BH4-].[Na+].[CH3:27]O>>[OH2:8].[CH3:27][N:1]1[CH2:2][CH2:3][C:4]([C:7]([N:9]2[C:15]3[CH:16]=[CH:17][CH:18]=[CH:19][C:14]=3[C:13](=[O:20])[NH:12][C:11]3[CH:21]=[CH:22][CH:23]=[CH:24][C:10]2=3)=[O:8])=[CH:5][CH2:6]1.[CH3:27][N:1]1[CH2:2][CH2:3][C:4]([C:7]([N:9]2[C:15]3[CH:16]=[CH:17][CH:18]=[CH:19][C:14]=3[C:13](=[O:20])[NH:12][C:11]3[CH:21]=[CH:22][CH:23]=[CH:24][C:10]2=3)=[O:8])=[CH:5][CH2:6]1 |f:1.2,4.5.6|. Yields the product O.CN1CC=C(CC1)C(=O)N1C2=C(NC(C3=C1C=CC=C3)=O)C=CC=C2.CN2CC=C(CC2)C(=O)N2C3=C(NC(C1=C2C=CC=C1)=O)C=CC=C3 (5,10-dihydro-5-[(1-methyl-1,2,5,6-tetrahydro-4-pyridinyl)-carbonyl]-11H-dibenzo[b,e][1,4]-diazepin-11-one-hemihydrate). Reactants: CN(C)CCC1=CC=CC1(C(C)C)C(C)C ((dimethylaminoethyl)di(2-propyl)cyclopentadiene), S(=O)(=O)([O-])C1=CC=C(C)C=C1 (tosylate), C(CCC)N(CCCC)C(C)O (N,N-di-n-butylaminoethanol). Product: C(CCC)N(CCCC)CCC1=CC=CC1(C(C)C)C(C)C (di-n-butylaminoethyldi(2-propyl)-cyclopentadiene). The yield is 53.0%. Reaction SMILES: CN(CC[C:6]1[C:10]([CH:14]([CH3:16])[CH3:15])([CH:11]([CH3:13])[CH3:12])[CH:9]=[CH:8][CH:7]=1)C.S(C1C=CC(C)=CC=1)([O-])(=O)=O.[CH2:28]([N:32]([CH:37](O)[CH3:38])[CH2:33][CH2:34][CH2:35][CH3:36])[CH2:29][CH2:30][CH3:31]>>[CH2:28]([N:32]([CH2:37][CH2:38][C:9]1[C:10]([CH:14]([CH3:16])[CH3:15])([CH:11]([CH3:12])[CH3:13])[CH:6]=[CH:7][CH:8]=1)[CH2:33][CH2:34][CH2:35][CH3:36])[CH2:29][CH2:30][CH3:31]. Reported procedure: The reaction was carried out in a manner analogous to that for (dimethylaminoethyl)di(2-propyl)cyclopentadiene, the tosylate of N,N-di-n-butylaminoethanol being prepared in situ. The conversion was 94%. The non-geminal di-n-butylaminoethyldi(2-propyl)-cyclopentadiene was obtained by distillation with a yield of 53%.